From a dataset of the Open Reaction Database (ORD), a public repository of structured organic reaction records. describe an organic reaction: reactants, conditions, products, and yield The reactants are ON=CC1=C(C(OC)C2=CC(=NO2)C)C=CC=C1 (5-(2-hydroxyiminomethyl-α-methoxybenzyl)-3-methylisoxazole), CN(C=O)C (N,N-dimethylformamide), CC(C1=CC=CC=C1)Br (α-methylbenzyl bromide), [H-].[Na+] (sodium hydride). Solvent: CCOCC (ether). Conditions: time 3 hour. Product: COC(C1=C(C=CC=C1)C=NOC(C)C1=CC=CC=C1)C1=CC(=NO1)C (5-[α-methoxy-2-(4-phenyl-2-aza-3-oxa-1-pentenyl)benzyl]-3-methylisoxazole). The yield is 91.3%. RXN SMILES: [OH:1][N:2]=[CH:3][C:4]1[CH:18]=[CH:17][CH:16]=[CH:15][C:5]=1[CH:6]([C:9]1[O:13][N:12]=[C:11]([CH3:14])[CH:10]=1)[O:7][CH3:8].CN(C)C=O.[CH3:24][CH:25](Br)[C:26]1[CH:31]=[CH:30][CH:29]=[CH:28][CH:27]=1.[H-].[Na+]>CCOCC>[CH3:8][O:7][CH:6]([C:9]1[O:13][N:12]=[C:11]([CH3:14])[CH:10]=1)[C:5]1[CH:15]=[CH:16][CH:17]=[CH:18][C:4]=1[CH:3]=[N:2][O:1][CH:25]([C:26]1[CH:31]=[CH:30][CH:29]=[CH:28][CH:27]=1)[CH3:24] |f:3.4|. Reported procedure: To a mixture of 0.25 g (1 mmol) of 5-(2-hydroxyiminomethyl-α-methoxybenzyl)-3-methylisoxazole, 3 ml of N,N-dimethylformamide and 0.24 g (1.3 mmol) of α-methylbenzyl bromide was added 0.05 g (1.3 mmol) of 60% sodium hydride under ice-cooling and stirred at the same temperature for 3 hours. After completion of the reaction, 100 ml of ether was added and washed twice with 80 ml of brine. The ether layer was dried over anhydrous magnesium and concentrated under reduced pressure. The residue was puri...